From a dataset of the Open Reaction Database (ORD), a public repository of structured organic reaction records. describe an organic reaction: reactants, conditions, products, and yield Starting materials: CC1=C(OCC=2NCCN2)C=CC=C1C (2-(2,3-dimethylphenoxymethyl)-2-imidazoline), solution, C(=O)(Cl)Cl (phosgene), C1(=CC=CC=C1)C (toluene), BrC1=CC=C(N)C=C1 (4-bromoaniline). Run in C(C)OCC (diethylether), C(Cl)(Cl)Cl (chloroform), C(Cl)(Cl)Cl (chloroform). Conditions: time 2 hour. Yields the product BrC1=CC=C(C=C1)NC(=O)N1C(=NCC1)COC1=C(C(=CC=C1)C)C (1-(N-(4-Bromophenyl)carbamoyl)-2-(2,3-dimethylphenoxymethyl)-2-imidazoline). As a reaction SMILES: [C:1](Cl)(Cl)=[O:2].C1(C)C=CC=CC=1.[CH3:12][C:13]1[C:25]([CH3:26])=[CH:24][CH:23]=[CH:22][C:14]=1[O:15][CH2:16][C:17]1[NH:18][CH2:19][CH2:20][N:21]=1.[Br:27][C:28]1[CH:34]=[CH:33][C:31]([NH2:32])=[CH:30][CH:29]=1>C(Cl)(Cl)Cl.C(OCC)C>[Br:27][C:28]1[CH:34]=[CH:33][C:31]([NH:32][C:1]([N:21]2[CH2:20][CH2:19][N:18]=[C:17]2[CH2:16][O:15][C:14]2[CH:22]=[CH:23][CH:24]=[C:25]([CH3:26])[C:13]=2[CH3:12])=[O:2])=[CH:30][CH:29]=1. Procedure: A 17% solution of phosgene in toluene (3.2 g containing 0.5521 g; 0.00549 moles COCl2) in dry chloroform (15 ml) was added slowly with stirring at 0° C. to a solution of 2-(2,3-dimethylphenoxymethyl)-2-imidazoline (2.40 g, 0.0115 moles) in dry chloroform (20 ml). When addition was complete the reaction mixture was left at ambient temperature for 2 hours, diluted with an equal volume of dry diethylether and rapidly filtered. The filtrate, which contained the N-chlorocarbamoyl adduct of 2-(2,3-dim...